From a dataset of the Open Reaction Database (ORD), a public repository of structured organic reaction records. describe an organic reaction: reactants, conditions, products, and yield Starting materials: ClC1=C(C=C(C(=C1)Cl)OC)NC1=C2C(=NC=C1C#N)C=C(S2)I (7-[(2,4-dichloro-5-methoxyphenyl)amino]-2-iodothieno[3,2-b]pyridine-6-carbonitrile), C[Si](C)(C)C#C ((trimethylsilyl)acetylene), C(Cl)(Cl)Cl (chloroform). The reagents and catalysts are C=1C=CC(=CC1)[P](C=2C=CC=CC2)(C=3C=CC=CC3)[Pd]([P](C=4C=CC=CC4)(C=5C=CC=CC5)C=6C=CC=CC6)([P](C=7C=CC=CC7)(C=8C=CC=CC8)C=9C=CC=CC9)[P](C=1C=CC=CC1)(C=1C=CC=CC1)C=1C=CC=CC1 (tetrakis(triphenylphosphine)palladium(0)), [Cu]I (copper(I) iodide). The solvent is C(C)N(CC)CC (triethylamine), C1=CC=CC=C1 (benzene). The product is ClC1=C(C=C(C(=C1)Cl)OC)NC1=C2C(=NC=C1C#N)C=C(S2)C#C[Si](C)(C)C (7-[(2,4-dichloro-5-methoxyphenyl)amino]-2-[(trimethylsilyl)ethynyl]thieno[3,2-b]pyridine-6-carbonitrile). As a reaction SMILES: [Cl:1][C:2]1[CH:7]=[C:6]([Cl:8])[C:5]([O:9][CH3:10])=[CH:4][C:3]=1[NH:11][C:12]1[C:17]([C:18]#[N:19])=[CH:16][N:15]=[C:14]2[CH:20]=[C:21](I)[S:22][C:13]=12.[CH3:24][Si:25]([C:28]#[CH:29])([CH3:27])[CH3:26].C(Cl)(Cl)Cl>C(N(CC)CC)C.C1C=CC=CC=1.C1C=CC([P]([Pd]([P](C2C=CC=CC=2)(C2C=CC=CC=2)C2C=CC=CC=2)([P](C2C=CC=CC=2)(C2C=CC=CC=2)C2C=CC=CC=2)[P](C2C=CC=CC=2)(C2C=CC=CC=2)C2C=CC=CC=2)(C2C=CC=CC=2)C2C=CC=CC=2)=CC=1.[Cu]I>[Cl:1][C:2]1[CH:7]=[C:6]([Cl:8])[C:5]([O:9][CH3:10])=[CH:4][C:3]=1[NH:11][C:12]1[C:17]([C:18]#[N:19])=[CH:16][N:15]=[C:14]2[CH:20]=[C:21]([C:29]#[C:28][Si:25]([CH3:27])([CH3:26])[CH3:24])[S:22][C:13]=12 |^1:50,52,71,90|. Procedure details: A mixture of 7-[(2,4-dichloro-5-methoxyphenyl)amino]-2-iodothieno[3,2-b]pyridine-6-carbonitrile (500 mg, 1.05 mmol), (trimethylsilyl)acetylene (237 μL, 1.67 mmol), 12.5 mg of tetrakis(triphenylphosphine)palladium(0) and 5 mg of copper(I) iodide in 3.5 mL of triethylamine and 12 mL of benzene is heated at reflux for 20 hours. The mixture is cooled to room temperature and 50 mL of chloroform are added. The mixture is washed with saturated aqueous sodium chloride, dried over sodium sulfate, filtere... Starting materials: C(C)OP(=O)C(OCC)OCC (diethoxymethylphosphinic acid ethyl ester), [H-].[Na+] (sodium hydride), O (water), BrCC1CCCCC1 (bromomethylcyclohexane). Solvent: O1CCCC1 (tetrahydrofuran), O1CCCC1 (tetrahydrofuran). Run at time 2 hour. Product: C(C)OP(=O)(CC1CCCCC1)C(OCC)OCC (diethoxymethyl(cyclohexylmethyl)phosphinic acid ethyl ester). As a reaction SMILES: [CH2:1]([O:3][PH:4]([CH:6]([O:10][CH2:11][CH3:12])[O:7][CH2:8][CH3:9])=[O:5])[CH3:2].[H-].[Na+].Br[CH2:16][CH:17]1[CH2:22][CH2:21][CH2:20][CH2:19][CH2:18]1.O>O1CCCC1>[CH2:1]([O:3][P:4]([CH:6]([O:10][CH2:11][CH3:12])[O:7][CH2:8][CH3:9])([CH2:16][CH:17]1[CH2:22][CH2:21][CH2:20][CH2:19][CH2:18]1)=[O:5])[CH3:2] |f:1.2|. Procedure details: Under argon, a solution of 221 g of diethoxymethylphosphinic acid ethyl ester in 1000 ml of tetrahydrofuran is added dropwise in the course of 3 hours to a suspension of 26.4 g of 99% sodium hydride in 1500 ml of tetrahydrofuran, the temperature being maintained at 200°-25°. The reaction is exothermic and is associated with the evolution of gas. The mixture is stirred for 2 hours at room temperature and then 177.1 g of bromomethylcyclohexane are added in the course of 20 minutes; the mixture is ...